From a dataset of the Open Reaction Database (ORD), a public repository of structured organic reaction records. describe an organic reaction: reactants, conditions, products, and yield The reactants are CN1N=C(N=C1CC1=CC(=NC=C1)N1CCN(CC1)C(=O)OCC1=CC=CC=C1)C1=NC(=NO1)C1=CC=C(C=C1)OC(F)(F)F (benzyl 4-(4-((2-methyl-5-(3-(4-(trifluoromethoxy)phenyl)-1,2,4-oxadiazol-5-yl)-2H-1,2,4-triazol-3-yl)methyl)pyridin-2-yl)piperazine-1-carboxylate). Run in CC(=O)O (AcOH), Br (HBr). Conditions: temperature 40 celsius, time 1 hour. The product is C(=O)O.FC(OC1=CC=C(C=C1)C1=NOC=N1)(F)F (3-(4-(trifluoromethoxy)phenyl)-1,2,4-oxadiazole formate salt). Yield: 144.8%. As a reaction SMILES: CN1C(CC2C=CN=C(N3CCN([C:20]([O:22]CC4C=CC=CC=4)=[O:21])CC3)C=2)=NC([C:30]2[O:34][N:33]=[C:32]([C:35]3[CH:40]=[CH:39][C:38]([O:41][C:42]([F:45])([F:44])[F:43])=[CH:37][CH:36]=3)[N:31]=2)=N1>CC(O)=O.Br>[CH:20]([OH:22])=[O:21].[F:45][C:42]([F:43])([F:44])[O:41][C:38]1[CH:37]=[CH:36][C:35]([C:32]2[N:31]=[CH:30][O:34][N:33]=2)=[CH:40][CH:39]=1 |f:3.4|. Reported procedure: To a solution of benzyl 4-(4-((2-methyl-5-(3-(4-(trifluoromethoxy)phenyl)-1,2,4-oxadiazol-5-yl)-2H-1,2,4-triazol-3-yl)methyl)pyridin-2-yl)piperazine-1-carboxylate (200 mg, 0.30 mmol) in AcOH (1 mL), HBr (2 mL, 48% in H2O) was added at RT. The mixture was stirred at 40° C. for 1 h, and then concentrated to give the crude product, which was purified by pre-HPLC (Mobile phase: A=0.01% HCOOH/H2O, B=MeCN; Gradient: B=60%-95% in 18 min; Column: XBridge (C18, 5 um, 30 mm*150 mm) to afford compound 5-(1... Reactants: C1CCOC1, C[Si](C)(C)[N-][Si](C)(C)C, NC(=O)c1ccc(Cl)nc1Cl, [Li+], COC(=O)c1ccc(N)cc1. The product is COC(=O)c1ccc(Nc2nc(Cl)ccc2C(N)=O)cc1. RXN SMILES: [CH2:33]1[O:34][CH2:35][CH2:36][CH2:37]1.[CH3:23][Si:24]([N-:25][Si:26]([CH3:27])([CH3:28])[CH3:29])([CH3:30])[CH3:31].[Cl:1][c:2]1[c:3]([C:4](=[O:5])[NH2:6])[cH:7][cH:8][c:9]([Cl:11])[n:10]1.[Li+:32].[NH2:12][c:13]1[cH:14][cH:15][c:16]([C:17](=[O:18])[O:19][CH3:20])[cH:21][cH:22]1>>[c:2]1([NH:12][c:13]2[cH:14][cH:15][c:16]([C:17](=[O:18])[O:19][CH3:20])[cH:21][cH:22]2)[c:3]([C:4](=[O:5])[NH2:6])[cH:7][cH:8][c:9]([Cl:11])[n:10]1. Starting materials: CC(C)(C)OC(=O)F, CCOCC, Cl, Cl, NC1C=CC(C(=O)O)C1, [Na+], C1COCCO1, [OH-], O. The product is CC(C)(C)OC(=O)C1(N)C=CC(C(=O)O)C1. Reaction SMILES: [C:13]([CH3:14])([CH3:15])([CH3:16])[O:17][C:18](=[O:19])[F:20].[CH3:29][CH2:30][O:31][CH2:32][CH3:33].[ClH:1].[ClH:21].[NH2:2][CH:3]1[CH:4]=[CH:5][CH:6]([C:8](=[O:9])[OH:10])[CH2:7]1.[Na+:12].[O:23]1[CH2:24][CH2:25][O:26][CH2:27][CH2:28]1.[OH-:11].[OH2:22]>>[NH2:2][C:3]1([C:18]([O:17][C:13]([CH3:14])([CH3:15])[CH3:16])=[O:19])[CH:4]=[CH:5][CH:6]([C:8](=[O:9])[OH:10])[CH2:7]1. Reactants: C=CCOC(=O)OCC=C, C=CCOC1CC(C)(C)NC(C)(C)C1, Cl[Pd]Cl. Product: C=CCOC1CC(C)(C)N(CC=C)C(C)(C)C1. Reaction SMILES: [C:15](=[O:16])([O:20][CH2:21][CH:22]=[CH2:23])[O:24][CH2:17][CH:18]=[CH2:19].[CH2:1]([CH:2]=[CH2:3])[O:4][CH:5]1[CH2:6][C:7]([CH3:13])([CH3:14])[NH:8][C:9]([CH3:11])([CH3:12])[CH2:10]1.[Pd:25]([Cl:26])[Cl:27]>>[CH2:1]([CH:2]=[CH2:3])[O:4][CH:5]1[CH2:6][C:7]([CH3:13])([CH3:14])[N:8]([CH2:19][CH:18]=[CH2:17])[C:9]([CH3:11])([CH3:12])[CH2:10]1. Starting materials: CN1CC2=C(C(C1)O)C=CO2 (6-methyl-4,5,6,7-tetrahydrofuro[2,3-c]pyridin-4-ol), CC(=O)C1=C(C=CC=C1Cl)F (2-chloro-6-fluoroacetophenone). Yields the product Cl.C(C)(=O)C1=C(C=CC=C1Cl)OC1C2=C(CN(C1)C)OC=C2 (4-(2-Acetyl-3-chlorophenyloxy)-6-methyl-4,5,6,7-tetrahydrofuro[2,3-c]pyridine hydrochloride). RXN SMILES: [CH3:1][N:2]1[CH2:7][CH:6]([OH:8])[C:5]2[CH:9]=[CH:10][O:11][C:4]=2[CH2:3]1.[CH3:12][C:13]([C:15]1[C:20]([Cl:21])=[CH:19][CH:18]=[CH:17][C:16]=1F)=[O:14]>>[ClH:21].[C:13]([C:15]1[C:20]([Cl:21])=[CH:19][CH:18]=[CH:17][C:16]=1[O:8][CH:6]1[CH2:7][N:2]([CH3:1])[CH2:3][C:4]2[O:11][CH:10]=[CH:9][C:5]1=2)(=[O:14])[CH3:12] |f:2.3|. Procedure details: The same method as in Example 3 was conducted using 6-methyl-4,5,6,7-tetrahydrofuro[2,3-c]pyridin-4-ol (Reference Example 1) instead of 6-methyl-4,5,6,7-tetrahydrothieno[2,3-c]pyridin-4-ol (Reference Example 6) and was conducted using 2-chloro-6-fluoroacetophenone instead of 1,3-difluorobenzene to give the objective compound. The reactants are [Br-], CCCCOC(=O)C1CO1, CCOCC, C[Mg+], [Cl-], [Cu]I, [NH4+], C1CCOC1. Product: CCCCOC(=O)C(O)CC. Reaction SMILES: [Br-:1].[CH2:4]([CH2:5][CH2:6][CH3:7])[O:8][C:9]([CH:10]1[CH2:11][O:12]1)=[O:13].[CH3:16][CH2:17][O:18][CH2:19][CH3:20].[CH3:2][Mg+:3].[Cl-:14].[Cu:26][I:27].[NH4+:15].[O:21]1[CH2:22][CH2:23][CH2:24][CH2:25]1>>[CH3:2][CH2:11][CH:10]([C:9]([O:8][CH2:4][CH2:5][CH2:6][CH3:7])=[O:13])[OH:12]. Reactants: ClCCl, CC(C)(C)OC(=O)N1CCC(O)C(N=[N+]=[N-])CC1, O=C(O)C(F)(F)F. Yields the product [N-]=[N+]=NC1CCNCCC1O. Reaction SMILES: [Cl:26][CH2:27][Cl:28].[N:8](=[N+:9]=[N-:10])[CH:11]1[CH2:12][CH2:13][N:14]([C:19]([O:20][C:21]([CH3:22])([CH3:23])[CH3:24])=[O:25])[CH2:15][CH2:16][CH:17]1[OH:18].[OH:1][C:2]([C:3]([F:4])([F:5])[F:6])=[O:7]>>[N:8](=[N+:9]=[N-:10])[CH:11]1[CH2:12][CH2:13][NH:14][CH2:15][CH2:16][CH:17]1[OH:18]. Starting materials: [Br-], [Br-], CCC(=O)N1CCSC1=S, CC(=O)OC1NC(=O)C1C(C)O[Si](C)(C)C(C)(C)C, O=C([O-])O, CCN1CCCCC1, ClCCl, [Na+], O=S(=O)([O-])C(F)(F)F, [Zn+2]. The product is CC(O[Si](C)(C)C(C)(C)C)C1C(=O)NC1C(C)C(=O)N1CCSC1=S. RXN SMILES: [Br-:54].[Br-:56].[C:17]([CH2:18][CH3:19])(=[O:20])[N:21]1[C:22](=[S:26])[S:23][CH2:24][CH2:25]1.[C:27]([O:28][CH:31]1[CH:32]([CH:36]([CH3:37])[O:38][Si:39]([CH3:40])([CH3:41])[C:42]([CH3:43])([CH3:44])[CH3:45])[C:33](=[O:35])[NH:34]1)(=[O:29])[CH3:30].[C:46](=[O:47])([OH:48])[O-:49].[CH3:9][CH2:10][N:11]1[CH2:12][CH2:13][CH2:14][CH2:15][CH2:16]1.[Cl:51][CH2:52][Cl:53].[Na+:50].[O-:1][S:2]([C:3]([F:4])([F:5])[F:6])(=[O:7])=[O:8].[Zn+2:55]>>[C:17]([CH:18]([CH3:19])[CH:31]1[CH:32]([CH:36]([CH3:37])[O:38][Si:39]([CH3:40])([CH3:41])[C:42]([CH3:43])([CH3:44])[CH3:45])[C:33](=[O:35])[NH:34]1)(=[O:20])[N:21]1[C:22](=[S:26])[S:23][CH2:24][CH2:25]1.